Dataset: the Open Reaction Database (ORD), a public repository of structured organic reaction records. Task: describe an organic reaction: reactants, conditions, products, and yield Product: FC1=C(C=CC(=C1)F)C=1C=C2C=CC(=CC2=CC1)S (6-(2,4-difluorophenyl)-2-naphthyl hydrosulfide). As a reaction SMILES: [H-].[Na+].C([Si]([S:13][Si](C(C)C)(C(C)C)C(C)C)(C(C)C)C(C)C)(C)C.Br[C:25]1[CH:34]=[CH:33][C:32]2[C:27](=[CH:28][CH:29]=[C:30]([C:35]3[CH:40]=[CH:39][C:38]([F:41])=[CH:37][C:36]=3[F:42])[CH:31]=2)[CH:26]=1>O1CCCC1.C1(C)C=CC=CC=1.C1C=CC([P]([Pd]([P](C2C=CC=CC=2)(C2C=CC=CC=2)C2C=CC=CC=2)([P](C2C=CC=CC=2)(C2C=CC=CC=2)C2C=CC=CC=2)[P](C2C=CC=CC=2)(C2C=CC=CC=2)C2C=CC=CC=2)(C2C=CC=CC=2)C2C=CC=CC=2)=CC=1>[F:42][C:36]1[CH:37]=[C:38]([F:41])[CH:39]=[CH:40][C:35]=1[C:30]1[CH:31]=[C:32]2[C:27](=[CH:28][CH:29]=1)[CH:26]=[C:25]([SH:13])[CH:34]=[CH:33]2 |f:0.1,^1:58,60,79,98|. Run in O1CCCC1 (tetrahydrofuran), C1(=CC=CC=C1)C (toluene). The reagents and catalysts are C=1C=CC(=CC1)[P](C=2C=CC=CC2)(C=3C=CC=CC3)[Pd]([P](C=4C=CC=CC4)(C=5C=CC=CC5)C=6C=CC=CC6)([P](C=7C=CC=CC7)(C=8C=CC=CC8)C=9C=CC=CC9)[P](C=1C=CC=CC1)(C=1C=CC=CC1)C=1C=CC=CC1 (tetrakis(triphenylphosphine)palladium(0)). Procedure details: Sodium hydride (60% dispersion in mineral oil, 0.25 g, 6.25 mmol) was added to a solution of triisopropylsilyl sulfide (1.2 mL, 5.59 mmol) in tetrahydrofuran (15 mL) at 0° C. The reaction was stirred at 0° C. for 5 minutes then at room temperature for 20 minutes. 2-Bromo-6-(2,4-difluorophenyl)naphthalene (Step 1, 1.63 g, 5.11 mmol) in toluene (30 mL) and tetrakis(triphenylphosphine)palladium(0) (310 mg) were added and the mixture degassed. The reaction was heated to reflux for 3 hours. The coole... The reactants are [H-].[Na+] (Sodium hydride), C(C)(C)[Si](C(C)C)(C(C)C)S[Si](C(C)C)(C(C)C)C(C)C (triisopropylsilyl sulfide), BrC1=CC2=CC=C(C=C2C=C1)C1=C(C=C(C=C1)F)F (2-bromo-6-(2,4-difluorophenyl)naphthalene). Reaction conditions: temperature 0 celsius, time 5 minute. The reactants are C(C)OC=1C=CC(=NC1)C#CC1=CC=C(OC[C@H](C)NC(OC(C)(C)C)=O)C=C1 (tert-butyl [(1S)-2-{4-[(5-ethoxypyridin-2-yl)ethynyl]phenoxy}-1-methylethyl]carbamate), NOS(=O)(=O)C1=C(C=C(C=C1C)C)C (2-[(aminooxy)sulfonyl]-1,3,5-trimethylbenzene). The solvent is C1CCOC1 (THF). Run at time 1 hour. Product: C(C)OC=1C=CC=2N(C1)N=C(C2)C2=CC=C(OC[C@H](C)NC(OC(C)(C)C)=O)C=C2 (tert-butyl {(1S)-2-[4-(6-ethoxypyrazolo[1,5-a]pyridin-2-yl)phenoxy]-1-methylethyl}carbamate). The yield is 50.5%. As a reaction SMILES: [CH2:1]([O:3][C:4]1[CH:5]=[CH:6][C:7]([C:10]#[C:11][C:12]2[CH:29]=[CH:28][C:15]([O:16][CH2:17][C@@H:18]([NH:20][C:21](=[O:27])[O:22][C:23]([CH3:26])([CH3:25])[CH3:24])[CH3:19])=[CH:14][CH:13]=2)=[N:8][CH:9]=1)[CH3:2].[NH2:30]OS(C1C(C)=CC(C)=CC=1C)(=O)=O>C1COCC1>[CH2:1]([O:3][C:4]1[CH:5]=[CH:6][C:7]2[N:8]([N:30]=[C:11]([C:12]3[CH:29]=[CH:28][C:15]([O:16][CH2:17][C@@H:18]([NH:20][C:21](=[O:27])[O:22][C:23]([CH3:24])([CH3:26])[CH3:25])[CH3:19])=[CH:14][CH:13]=3)[CH:10]=2)[CH:9]=1)[CH3:2]. Reported procedure: To a solution of tert-butyl [(1S)-2-{4-[(5-ethoxypyridin-2-yl)ethynyl]phenoxy}-1-methylethyl]carbamate (2.25 g) in THF (30 mL) was added 2-[(aminooxy)sulfonyl]-1,3,5-trimethylbenzene (1.75 g, containing water) at room temperature, and the mixture was stirred for 1 hr, and concentrated under reduced pressure. To the residue were added DMF (20 mL) and potassium carbonate (1.18 g), and the mixture was stirred at room temperature for 2 hr. The reaction mixture was concentrated under reduced pressure... Starting materials: C(CCC)C1=CC=C(CN(CCCCCCC(=O)OCC)S(=O)(=O)C)C=C1 (Ethyl 7-[(4-Butyl-benzyl)-methanesulfonyl-amino]-heptanoate), [OH-].[Na+] (NaOH), Cl (HCl). Solvent: CO (MeOH). Conditions: time 24 hour. Product: C(CCC)C1=CC=C(CN(CCCCCCC(=O)O)S(=O)(=O)C)C=C1 (7-[(4-Butyl-benzyl)-methanesulfonyl-amino]-heptanoic acid). The yield is 101.4%. Reaction SMILES: [CH2:1]([C:5]1[CH:27]=[CH:26][C:8]([CH2:9][N:10]([S:22]([CH3:25])(=[O:24])=[O:23])[CH2:11][CH2:12][CH2:13][CH2:14][CH2:15][CH2:16][C:17]([O:19]CC)=[O:18])=[CH:7][CH:6]=1)[CH2:2][CH2:3][CH3:4].[OH-].[Na+].Cl>CO>[CH2:1]([C:5]1[CH:6]=[CH:7][C:8]([CH2:9][N:10]([S:22]([CH3:25])(=[O:24])=[O:23])[CH2:11][CH2:12][CH2:13][CH2:14][CH2:15][CH2:16][C:17]([OH:19])=[O:18])=[CH:26][CH:27]=1)[CH2:2][CH2:3][CH3:4] |f:1.2|. Procedure: To a solution of the title compound of Step A (379 mg, 0.95 mmol) in MeOH (6 mL) was added NaOH (1.0 mL, 5N). The reaction was stirred at room temperature for 24 h and was acidified with aqueous HCl (1N). The MeOH was removed in vacuo and the residue was dissolved in CH2Cl2. The organic solution was washed sequentially with HCl (1N, 1×), water (2×), and brine (1×). The organic solution was dried with MgSO4, filtered, and concentrated in vacuo. Purification by radial chromatography (CH2Cl2 to 6% ...